From a dataset of the Open Reaction Database (ORD), a public repository of structured organic reaction records. describe an organic reaction: reactants, conditions, products, and yield The reactants are CC(C)(C)OC(=O)N1CC=C(c2cccc([N+](=O)[O-])c2)CC1, ClCCl, O=C(OO)c1cccc(Cl)c1. The product is CC(C)(C)OC(=O)N1CCC2(c3cccc([N+](=O)[O-])c3)OC2C1. RXN SMILES: [C:1]([CH3:2])([CH3:3])([CH3:4])[O:5][C:6](=[O:7])[N:8]1[CH2:9][CH2:10][C:11]([c:14]2[cH:15][c:16]([N+:20](=[O:21])[O-:22])[cH:17][cH:18][cH:19]2)=[CH:12][CH2:13]1.[Cl:34][CH2:35][Cl:36].[OH:23][O:24][C:25]([c:26]1[cH:27][c:28]([Cl:29])[cH:30][cH:31][cH:32]1)=[O:33]>>[C:1]([CH3:2])([CH3:3])([CH3:4])[O:5][C:6](=[O:7])[N:8]1[CH2:9][CH2:10][C:11]2([c:14]3[cH:15][c:16]([N+:20](=[O:21])[O-:22])[cH:17][cH:18][cH:19]3)[CH:12]([CH2:13]1)[O:23]2. Starting materials: O1C=C(C2=C1C=CC=C2)CCCNC[C@H]2COC=1C(=C3C=CC(=NC3=CC1)C)O2 (N-[3-(1-benzofuran-3-yl)propyl]-N-{[(2S)-8-methyl-2,3-dihydro-[1,4]dioxino[2,3-f]quinolin-2-yl]methyl}amine), C(C)=O (acetaldehyde), C(C)(=O)O[BH-](OC(C)=O)OC(C)=O.[Na+] (sodium triacetoxyborohydride), C(C)(=O)O (acetic acid). Solvent: O1CCCC1 (tetrahydrofuran). Run at time 8 hour. The product is O1C=C(C2=C1C=CC=C2)CCCCN(C[C@H]2COC=1C(=C3C=CC(=NC3=CC1)C)O2)CC (N-[4-(1-Benzofuran-3-yl)butyl]-N-ethyl-N-{[(2S)-8-methyl-2,3-dihydro[1,4]dioxino[2,3-f]quinolin-2-yl]methyl}amine). The yield is 108.9%. Reaction SMILES: O1C2C=CC=CC=2[C:3]([CH2:10][CH2:11][CH2:12][NH:13][CH2:14][C@@H:15]2[O:29][C:19]3=[C:20]4[C:25](=[CH:26][CH:27]=[C:18]3[O:17][CH2:16]2)[N:24]=[C:23]([CH3:28])[CH:22]=[CH:21]4)=C1.[CH:30](=[O:32])[CH3:31].C(O[BH-](O[C:43](=O)[CH3:44])OC(=O)C)(=O)C.[Na+].[C:47](O)(=O)[CH3:48]>O1CCCC1>[O:32]1[C:3]2[CH:10]=[CH:11][CH:12]=[CH:47][C:48]=2[C:31]([CH2:3][CH2:10][CH2:11][CH2:12][N:13]([CH2:43][CH3:44])[CH2:14][C@@H:15]2[O:29][C:19]3=[C:20]4[C:25](=[CH:26][CH:27]=[C:18]3[O:17][CH2:16]2)[N:24]=[C:23]([CH3:28])[CH:22]=[CH:21]4)=[CH:30]1 |f:2.3|. Procedure details: To a solution of N-[3-(1-benzofuran-3-yl)propyl]-N-{[(2S)-8-methyl-2,3-dihydro-[1,4]dioxino[2,3-f]quinolin-2-yl]methyl}amine (206 mg, 0.512 mmol) in anhydrous tetrahydrofuran (3 mL) was added acetaldehyde (206 μL, 3.67 mmol), sodium triacetoxyborohydride (445 mg, 2.1 mmol), and glacial acetic acid (41 μL, 0.716 mmol). The reaction was allowed to stir at ambient temperature overnight, then was quenched with 1 M aqueous sodium hydroxide (5 mL) and diluted with water (10 mL). The aqueous mixture wa... Starting materials: Cl (hydrochloric acid), Cl.Cl.COC(=O)[C@H]1NC[C@H](C1)N(C)C ((2S,4S)-4-dimethylamino-pyrrolidine-2-carboxylic acid methyl ester dihydrochloride), C(CCC)O (1-butanol). Conditions: temperature 115 celsius. Product: C(CCC)OC(=O)[C@H]1NC[C@H](C1)N(C)C ((2S,4S)-4-Dimethylamino-pyrrolidine-2-carboxylic acid butyl ester). As a reaction SMILES: Cl.Cl.Cl.[CH3:4][O:5][C:6]([C@@H:8]1[CH2:12][C@H:11]([N:13]([CH3:15])[CH3:14])[CH2:10][NH:9]1)=[O:7].[CH2:16](O)[CH2:17][CH2:18]C>>[CH2:4]([O:5][C:6]([C@@H:8]1[CH2:12][C@H:11]([N:13]([CH3:14])[CH3:15])[CH2:10][NH:9]1)=[O:7])[CH2:16][CH2:17][CH3:18] |f:1.2.3|. Reported procedure: Concentrated hydrochloric acid (0.3 ml) is added to a mixture of (2S,4S)-4-dimethylamino-pyrrolidine-2-carboxylic acid methyl ester dihydrochloride (400 mg) and 1-butanol (4 ml) and heated for 18 hours at 115° C. After cooling the reaction mixture is evaporated then partitioned between dicloromethane and aqueous sodium bicarbonate solution and the dichloromethane layers dried and evaporated to give the title compound as a brown oil which is used without further purification. Reactants: C(#N)C1=C(OCC2CO2)C=CC(=C1)NC(C(C)C)=O (1-[2-cyano-4-(isobutyroyl-amino)-phenoxy]-2,3-epoxy-propane), C(#C)C1(CCCCC1)N (1-ethinyl-cyclohexyl-amine). The solvent is C(C)O (ethanol). Yields the product C(#N)C1=C(OCC(CNC2(CCCCC2)C#C)O)C=CC(=C1)NC(C(C)C)=O (1-[2-cyano-4-(isobutyroyl-amino)-phenoxy]-3-(1-ethinyl-cyclohexylamino)-2-propanol). Reaction SMILES: [C:1]([C:3]1[CH:13]=[C:12]([NH:14][C:15](=[O:19])[CH:16]([CH3:18])[CH3:17])[CH:11]=[CH:10][C:4]=1[O:5][CH2:6][CH:7]1[O:9][CH2:8]1)#[N:2].[C:20]([C:22]1([NH2:28])[CH2:27][CH2:26][CH2:25][CH2:24][CH2:23]1)#[CH:21]>C(O)C>[C:1]([C:3]1[CH:13]=[C:12]([NH:14][C:15](=[O:19])[CH:16]([CH3:18])[CH3:17])[CH:11]=[CH:10][C:4]=1[O:5][CH2:6][CH:7]([OH:9])[CH2:8][NH:28][C:22]1([C:20]#[CH:21])[CH2:27][CH2:26][CH2:25][CH2:24][CH2:23]1)#[N:2]. Reported procedure: 7.8 gm (0.03 mol) of 1-[2-cyano-4-(isobutyroyl-amino)-phenoxy]-2,3-epoxy-propane were dissolved in 80 ml of ethanol, and after addition of 7.5 gm (0.06 mol) of 1-ethinyl-cyclohexyl-amine the mixture was refluxed for one hour. The solvent was then distilled off, and the residue was acidified with dilute HCl. After extraction with ethyl acetate the aqueous phase was made alkaline by addition of NaOH, whereby basic components precipitated in oily form. They were taken up in ethyl acetate, the organ... The reactants are BrC=1C=C2CCN(C2=CC1)C1CN(CC1)C(=O)OC(C)(C)C (tert-Butyl 3-(5-bromoindolin-1-yl)pyrrolidine-1-carboxylate), P(C(C)(C)C)(C(C)(C)C)C(C)(C)C (PtBu3), CCCC[N+](CCCC)(CCCC)CCCC.[F-] (TBAF), [Li+].C[Si](C)(C)[N-][Si](C)(C)C (LiHMDS). Reagents/catalysts: C=1C=CC(=CC1)/C=C/C(=O)/C=C/C2=CC=CC=C2.C=1C=CC(=CC1)/C=C/C(=O)/C=C/C2=CC=CC=C2.C=1C=CC(=CC1)/C=C/C(=O)/C=C/C2=CC=CC=C2.[Pd].[Pd] (Pd2(dba)3). Run in C1CCOC1 (THF), C1CCOC1 (THF), O (water). Run at temperature 100 celsius, time 3 hour. The product is NC=1C=C2CCN(C2=CC1)C1CN(CC1)C(=O)OC(C)(C)C (tert-Butyl 3-(5-aminoindolin-1-yl)pyrrolidine-1-carboxylate). Yield: 82.3%. Reaction SMILES: P(C(C)(C)C)(C(C)(C)C)C(C)(C)C.Br[C:15]1[CH:16]=[C:17]2[C:21](=[CH:22][CH:23]=1)[N:20]([CH:24]1[CH2:28][CH2:27][N:26]([C:29]([O:31][C:32]([CH3:35])([CH3:34])[CH3:33])=[O:30])[CH2:25]1)[CH2:19][CH2:18]2.[Li+].C[Si]([N-:41][Si](C)(C)C)(C)C.CCCC[N+](CCCC)(CCCC)CCCC.[F-]>C1COCC1.O.C1C=CC(/C=C/C(/C=C/C2C=CC=CC=2)=O)=CC=1.C1C=CC(/C=C/C(/C=C/C2C=CC=CC=2)=O)=CC=1.C1C=CC(/C=C/C(/C=C/C2C=CC=CC=2)=O)=CC=1.[Pd].[Pd]>[NH2:41][C:15]1[CH:16]=[C:17]2[C:21](=[CH:22][CH:23]=1)[N:20]([CH:24]1[CH2:28][CH2:27][N:26]([C:29]([O:31][C:32]([CH3:35])([CH3:34])[CH3:33])=[O:30])[CH2:25]1)[CH2:19][CH2:18]2 |f:2.3,4.5,8.9.10.11.12|. Procedure: A suspension of Pd2(dba)3 (0.124 g, 0.136 mmol) and PtBu3 (1.65 mL, 0.544 mmol, 10% wt in hexane) in anhydrous THF (5 mL) was treated with a solution of compound 3 (1.0 g, 2.722 mmol) in THF (15 mL) followed by LiHMDS (5.44 mL, 5.445 mmol, 1 M solution in THF) at room temperature. The resulting dark brown mixture was heated to 100° C. and stirred for 3 hours in a sealed tube. The reaction mixture was cooled to room temperature and treated with TBAF (5 mL, 1 M solution in THF) and stirred for 20 ...